Dataset: the Open Reaction Database (ORD), a public repository of structured organic reaction records. Task: describe an organic reaction: reactants, conditions, products, and yield Reactants: FC(F)(F)CCBr, CC(C)(C)OC(=O)N1CCNCC1, CN(C)C=O, CCN(C(C)C)C(C)C, [Na+], O=C([O-])O. The product is CC(C)(C)OC(=O)N1CCN(CCC(F)(F)F)CC1. RXN SMILES: [Br:23][CH2:24][CH2:25][C:26]([F:27])([F:28])[F:29].[C:1]([CH3:2])([CH3:3])([CH3:4])[O:5][C:6](=[O:7])[N:8]1[CH2:9][CH2:10][NH:11][CH2:12][CH2:13]1.[CH3:35][N:36]([CH3:37])[CH:38]=[O:39].[CH:14]([N:15]([CH2:16][CH3:17])[CH:18]([CH3:19])[CH3:20])([CH3:21])[CH3:22].[Na+:30].[OH:31][C:32](=[O:33])[O-:34]>>[C:1]([CH3:2])([CH3:3])([CH3:4])[O:5][C:6](=[O:7])[N:8]1[CH2:9][CH2:10][N:11]([CH2:24][CH2:25][C:26]([F:27])([F:28])[F:29])[CH2:12][CH2:13]1. The reactants are C(#N)C=1C(=NC(=NC1)C1=CC=C(C=C1)CCCCCC)O (5-cyano-4-hydroxy-2-(4-n-hexylphenyl)-pyrimidine), P(=O)(Cl)(Cl)Cl (phosphorus oxychloride), [OH-].[Na+] (sodium hydroxide), Cl.C(CCCCC)C1=CC=C(C(=N)N)C=C1 (p-n-hexylbenzamidine hydrochloride), C(C)OC(C(C#N)=COCC)=O (α-ethoxymethylene- α-cyanoacetic acid ethyl ester), CC[O-].[Na+] (sodium ethylate). Solvent: C(C)O (ethanol). Product: ClC1=NC(=NC=C1C#N)C1=CC=C(C=C1)CCCCCC (4-chloro-5-cyano-2-(4n-hexylphenyl)-pyrimidine). Reaction SMILES: Cl.C(C1C=CC(C(N)=N)=CC=1)CCCCC.C(OC(=O)C(=COCC)C#N)C.CC[O-].[Na+].[OH-].[Na+].[C:35]([C:37]1[C:38](O)=[N:39][C:40]([C:43]2[CH:48]=[CH:47][C:46]([CH2:49][CH2:50][CH2:51][CH2:52][CH2:53][CH3:54])=[CH:45][CH:44]=2)=[N:41][CH:42]=1)#[N:36].P(Cl)(Cl)([Cl:58])=O>C(O)C>[Cl:58][C:38]1[C:37]([C:35]#[N:36])=[CH:42][N:41]=[C:40]([C:43]2[CH:48]=[CH:47][C:46]([CH2:49][CH2:50][CH2:51][CH2:52][CH2:53][CH3:54])=[CH:45][CH:44]=2)[N:39]=1 |f:0.1,3.4,5.6|. Reported procedure: The starting material can be obtained according to the procedure of A. R. Todd and F. Bergel, J. Chem. Soc. 1937, 365 by reaction of p-n-hexylbenzamidine hydrochloride with α-ethoxymethylene- α-cyanoacetic acid ethyl ester and sodium ethylate in ethanol and then with sodium hydroxide solution. The resulting 5-cyano-4-hydroxy-2-(4-n-hexylphenyl)-pyrimidine (melting point 204.4°-205.2° C) is treated with phosphorus oxychloride to give 4-chloro-5-cyano-2-(4n-hexylphenyl)-pyrimidine having a melting... The reactants are COC(CC=1N=C(OC1)C1=CC=C(C=C1)O)=O (methyl[2-(4-hydroxyphenyl)-1,3-oxazol-4-yl]acetate), C([O-])([O-])=O.[K+].[K+] (potassium carbonate), BrCCCl (1-bromo-2-chloroethane). The solvent is CC(=O)C (acetone). Product: ClCCOC1=CC=C(C=C1)C=1OC=C(N1)CC(=O)OC (methyl {2-[4-(2-chloroethoxy)phenyl]-1,3-oxazol-4-yl}acetate). Isolated yield 86.7%. Reaction SMILES: [CH3:1][O:2][C:3](=[O:17])[CH2:4][C:5]1[N:6]=[C:7]([C:10]2[CH:15]=[CH:14][C:13]([OH:16])=[CH:12][CH:11]=2)[O:8][CH:9]=1.C(=O)([O-])[O-].[K+].[K+].Br[CH2:25][CH2:26][Cl:27]>CC(C)=O>[Cl:27][CH2:26][CH2:25][O:16][C:13]1[CH:14]=[CH:15][C:10]([C:7]2[O:8][CH:9]=[C:5]([CH2:4][C:3]([O:2][CH3:1])=[O:17])[N:6]=2)=[CH:11][CH:12]=1 |f:1.2.3|. Procedure details: A mixture of methyl[2-(4-hydroxyphenyl)-1,3-oxazol-4-yl]acetate 150 (1 g, 4.29 mmol, 1 eq), potassium carbonate (2.37 g, 17.16 mmol, 4 eq) and 1-bromo-2-chloroethane (1.54 g, 10.7 mmol, 2.5 eq) in acetone (50 ml) is stirred at reflux for 140 h. Potassium carbonate is then filtered off and the solvent is evaporated. The residue is taken up in ethyl acetate and washed two times with an aqueous solution of sodium hydrogenocarbonate. The organic layer is dried over magnesium sulfate, filtered and co... Reactants: FC1=CC=C(C=C1)[N+](=O)[O-] (4-fluoro-nitrobenzene), CC1=NN=NN1 (5-methyl-1H-tetrazole), C([O-])([O-])=O.[K+].[K+] (potassium carbonate). Run at temperature 110 celsius. Solvent: CN(C)C=O (DMF). Procedure: 5-methyl-1H-tetrazole (715 mg, 8.5 mmol) was dissolved in DMF (7 mL) in a 40 mL biotage microwave tube. 4-fluoro-nitrobenzene (1 g, 7.09 mmol) was added, followed by addition of potassium carbonate (1.175 g, 8.5 mmol). The tube was crimp sealed and heated at 110° C. for 4 hours (caution: build-up of pressure possible; use a safety shield). TLC indicated complete consumption of starting materials. Most DMF was removed under vacuum. Water (50 mL) was added. Large amount of brown solid formed (1 gr... Yields the product CC=1N=NN(N1)C1=CC=C(C=C1)[N+](=O)[O-] (5-methyl-2-(4-nitrophenyl)-2H-tetrazole). As a reaction SMILES: [CH3:1][C:2]1[NH:6][N:5]=[N:4][N:3]=1.F[C:8]1[CH:13]=[CH:12][C:11]([N+:14]([O-:16])=[O:15])=[CH:10][CH:9]=1.C(=O)([O-])[O-].[K+].[K+]>CN(C=O)C>[CH3:1][C:2]1[N:3]=[N:4][N:5]([C:8]2[CH:13]=[CH:12][C:11]([N+:14]([O-:16])=[O:15])=[CH:10][CH:9]=2)[N:6]=1 |f:2.3.4|. Starting materials: CCO, COc1cccc([N+](=O)[O-])c1C, [H][H]. Product: COc1cccc(N)c1C. RXN SMILES: [CH3:15][CH2:16][OH:17].[CH3:1][O:2][c:3]1[c:4]([CH3:12])[c:5]([N+:9]([O-:10])=[O:11])[cH:6][cH:7][cH:8]1.[H:13][H:14]>>[CH3:1][O:2][c:3]1[c:4]([CH3:12])[c:5]([NH2:9])[cH:6][cH:7][cH:8]1. The reactants are CC(=O)OCC1=C(N2[C@@H]([C@@H](C2=O)N)SC1)C(=O)O (7-ACA), S(=O)(=O)(O)C(C(=O)O)C1=CSC=C1 (α-sulfo-3-thienylacetic acid), [OH-].[Na+] (sodium hydroxide), CC(=O)OCC1=C(N2[C@@H]([C@@H](C2=O)N)SC1)C(=O)O (7-ACA), S(=O)(Cl)Cl (thionyl chloride). Reagents/catalysts: CN(C=O)C (dimethylformamide). Run in O (water), CCOCC (ether). The product is S(=O)(=O)(O)C(C(=O)Cl)C1=CSC=C1 (α-sulfo-3-thienylacetyl chloride). Reaction SMILES: CC(OCC1CS[C@@H]2[C@H](N)C(=O)N2C=1C(O)=O)=O.[OH-].[Na+].[S:21]([CH:25]([C:29]1[CH:33]=[CH:32][S:31][CH:30]=1)[C:26](O)=[O:27])([OH:24])(=[O:23])=[O:22].S(Cl)([Cl:36])=O>CN(C)C=O.CCOCC.O>[S:21]([CH:25]([C:29]1[CH:33]=[CH:32][S:31][CH:30]=1)[C:26]([Cl:36])=[O:27])([OH:24])(=[O:23])=[O:22] |f:1.2|. Procedure: With cooling and stirring, 1.84 g. (0.0068 mole) of 7-ACA was suspended in 25 ml. of water and to the suspension was added dropwise 6.8 ml. of a 1N-aqueous solution of sodium hydroxide to dissolve 7-ACA. On the other hand, to a suspension of 1.5 g. (0.0068 mole) of α-sulfo-3-thienylacetic acid in 10 ml. of ether were added 5.5 ml. of thionyl chloride dropwise and 3 drops of dimethylformamide, then the resulting solution was stirred for 5 hours at room temperature. The reaction solution was subje... Reactants: O=C1CCC(=O)N1Br, C1=CC2CC3C=CC2(C=C1)C3, O, O=S(=O)(O)O. Yields the product BrC1=CC23C=CC=CC2CC1C3. RXN SMILES: [Br:1][N:2]1[C:3](=[O:4])[CH2:5][CH2:6][C:7]1=[O:8].[C:9]123[CH:10]=[CH:11][CH:12]([CH2:13][CH:14]1[CH:15]=[CH:16][CH:17]=[CH:18]2)[CH2:19]3.[OH2:25].[S:20](=[O:21])(=[O:22])([OH:23])[OH:24]>>[Br:1][C:11]1=[CH:10][C:9]23[CH:14]([CH2:13][CH:12]1[CH2:19]2)[CH:15]=[CH:16][CH:17]=[CH:18]3. Reactants: CN1C(=O)CCC2=CC(=CC=C12)O (1-methyl-6-hydroxy-3,4-dihydrocarbostyril), [I-].[Na+] (sodium iodide), CN(C(CCCCl)=O)C1CCCCC1 (N-methyl-N-(4-chlorobutyryl)cyclohexylamine), [Na+].[Cl-] (NaCl), [Na] (sodium). Solvent: CO (methanol). The product is CN1C(=O)CCC2=CC(=CC=C12)OCCCC(=O)N(C)C1CCCCC1 (1-methyl-6-[3-(N-cyclohexyl-N-methylaminocarbonyl)propoxy]-3,4-dihydrocarbostyril). Isolated yield 42.2%. As a reaction SMILES: [Na].[CH3:2][N:3]1[C:13]2[C:8](=[CH:9][C:10]([OH:14])=[CH:11][CH:12]=2)[CH2:7][CH2:6][C:4]1=[O:5].[I-].[Na+].[CH3:17][N:18]([CH:25]1[CH2:30][CH2:29][CH2:28][CH2:27][CH2:26]1)[C:19](=[O:24])[CH2:20][CH2:21][CH2:22]Cl.[Na+].[Cl-]>CO>[CH3:2][N:3]1[C:13]2[C:8](=[CH:9][C:10]([O:14][CH2:22][CH2:21][CH2:20][C:19]([N:18]([CH:25]3[CH2:26][CH2:27][CH2:28][CH2:29][CH2:30]3)[CH3:17])=[O:24])=[CH:11][CH:12]=2)[CH2:7][CH2:6][C:4]1=[O:5] |f:2.3,5.6,^1:0|. Reported procedure: 0.5 Gram of metallic sodium is dissolved in 50 ml of methanol under ice cooling, followed by addition thereto of 3.4 g of 1-methyl-6-hydroxy-3,4-dihydrocarbostyril, 3.2 g of sodium iodide and 5.0 g of N-methyl-N-(4-chlorobutyryl)cyclohexylamine and 4.5-hour reflux under agitation. After the reaction, the reaction solution is poured into 400 ml of saturated NaCl solution and the precipitated crystals are filtered out and washed with water. The resultant crude crystals are recrystallized from ligr...